From a dataset of the Open Reaction Database (ORD), a public repository of structured organic reaction records. describe an organic reaction: reactants, conditions, products, and yield Reactants: CC1=NC(=CC=C1)C#CC=C1CCN(CC1)C=1C=NC=C(C1)C(F)(F)F (2-Methyl-6-(3-{1-[5-(trifluoromethyl)pyridin-3-yl]piperidin-4-ylidene}prop-1-ynyl)pyridine), ClC1=C(C#N)C=C(C=N1)C1=CC=CC=C1 (2-chloro-5-phenylnicotinonitrile). Yields the product CC1=CC=CC(=N1)C#CC=C1CCN(CC1)C1=C(C#N)C=C(C=N1)C1=CC=CC=C1 (2-{4-[3-(6-Methylpyridin-2-yl)prop-2-ynylidene]piperidin-1-yl}-5-phenylnicotinonitrile). As a reaction SMILES: [CH3:1][C:2]1[CH:7]=[CH:6][CH:5]=[C:4]([C:8]#[C:9][CH:10]=[C:11]2[CH2:16][CH2:15][N:14](C3C=NC=C(C(F)(F)F)C=3)[CH2:13][CH2:12]2)[N:3]=1.Cl[C:28]1[N:35]=[CH:34][C:33]([C:36]2[CH:41]=[CH:40][CH:39]=[CH:38][CH:37]=2)=[CH:32][C:29]=1[C:30]#[N:31]>>[CH3:1][C:2]1[N:3]=[C:4]([C:8]#[C:9][CH:10]=[C:11]2[CH2:12][CH2:13][N:14]([C:28]3[N:35]=[CH:34][C:33]([C:36]4[CH:41]=[CH:40][CH:39]=[CH:38][CH:37]=4)=[CH:32][C:29]=3[C:30]#[N:31])[CH2:15][CH2:16]2)[CH:5]=[CH:6][CH:7]=1. Procedure: Following the procedure reported above for the compound of Example 262 but replacing 5-(trifluoromethyl)pyridine with 2-chloro-5-phenylnicotinonitrile the title product was synthesized. After the reaction work-up, the residue was purified by automated flash liquid chromatography (Horizon™-Biotage) eluting with PE-EtOAc gradient from 9:1 to 4:6, affording the title product (10%).